Dataset: the Open Reaction Database (ORD), a public repository of structured organic reaction records. Task: describe an organic reaction: reactants, conditions, products, and yield The reactants are C(C)(C)(C)OC(=O)N1C2CC(CC1CC2)(C=2OC=CN2)O (3-Hydroxy-3-oxazol-2-yl-8-aza-bicyclo[3.2.1]octane-8-carboxylic acid tert-butyl ester), Cl (hydrogen chloride). Run in O1CCOCC1 (dioxane). Run at time 1 hour. Yields the product Cl.O1C(=NC=C1)C1(CC2CCC(C1)N2)O (3-Oxazol-2-yl-8-aza-bicyclo[3.2.1]octan-3-ol hydrochloride). Reaction SMILES: C(OC([N:8]1[CH:13]2[CH2:14][CH2:15][CH:9]1[CH2:10][C:11]([OH:21])([C:16]1[O:17][CH:18]=[CH:19][N:20]=1)[CH2:12]2)=O)(C)(C)C.[ClH:22]>O1CCOCC1>[ClH:22].[O:17]1[CH:18]=[CH:19][N:20]=[C:16]1[C:11]1([OH:21])[CH2:12][CH:13]2[NH:8][CH:9]([CH2:15][CH2:14]2)[CH2:10]1 |f:3.4|. Procedure details: 3-Hydroxy-3-oxazol-2-yl-8-aza-bicyclo[3.2.1]octane-8-carboxylic acid tert-butyl ester (0.3 g) was dissolved in a solution of hydrogen chloride in dioxane (4 N, 4 mL). The mixture was stirred for 1 hour and the solvent removed by evaporation under vacuum. The solid was triturated from ether to afford the title compound (0.28 g). LCMS m/z 195.2 [M+H]+. R.T.=0.35 min (Analytical Method 3). The reactants are CCCC[N+](CCCC)(CCCC)CCCC, C[Si](C)(C)C#Cc1ccc(-c2ccc(Cl)cc2)nn1, ClCCl, [F-]. Yields the product C#Cc1ccc(-c2ccc(Cl)cc2)nn1. Reaction SMILES: [CH2:2]([N+:3]([CH2:4][CH2:5][CH2:6][CH3:7])([CH2:8][CH2:9][CH2:10][CH3:11])[CH2:12][CH2:13][CH2:14][CH3:15])[CH2:16][CH2:17][CH3:18].[Cl:19][c:20]1[cH:21][cH:22][c:23](-[c:26]2[n:27][n:28][c:29]([C:32]#[C:33][Si:34]([CH3:35])([CH3:36])[CH3:37])[cH:30][cH:31]2)[cH:24][cH:25]1.[Cl:38][CH2:39][Cl:40].[F-:1]>>[Cl:19][c:20]1[cH:21][cH:22][c:23](-[c:26]2[n:27][n:28][c:29]([C:32]#[CH:33])[cH:30][cH:31]2)[cH:24][cH:25]1. The reactants are C(C(=O)Cl)(=O)Cl (oxalyl chloride), C(C1=CC=CC=C1)O (benzyl alcohol), C(CCC#C)(=O)O (4-pentynoic acid). Reagents/catalysts: CN(C)C=O (DMF). Solvent: ClCCl (dichloromethane). Reaction conditions: time 1.5 hour. Product: C(C1=CC=CC=C1)OC(CCC#C)=O (4-pentynoic acid benzyl ester). Yield: 134.9%. RXN SMILES: [C:1]([OH:7])(=[O:6])[CH2:2][CH2:3][C:4]#[CH:5].C(Cl)(=O)C(Cl)=O.[CH2:14](O)[C:15]1[CH:20]=[CH:19][CH:18]=[CH:17][CH:16]=1>ClCCl.CN(C=O)C>[CH2:14]([O:6][C:1](=[O:7])[CH2:2][CH2:3][C:4]#[CH:5])[C:15]1[CH:20]=[CH:19][CH:18]=[CH:17][CH:16]=1. Procedure details: To a solution in dichloromethane (25 mL) containing a few drops DMF of 4-pentynoic acid (2.49 g, 23.4 mmol) was added oxalyl chloride (2.2 mL, 25 mmol). The reaction mixture was stirred for 1.5 hours and benzyl alcohol (3.9 mL, 38 mmol) was added via syringe. The reaction mixture was stirred for 6 hours and then was extracted with saturated aqueous sodium carbonate. The organic phase was dried over MgSO4, filtered, and concentrated in vacuo to give 4-pentynoic acid benzyl ester (5.94 g) as a yel... Starting materials: OC(=O)C(F)(F)F.FC1=CC=C(C=C1)C[C@@H](C(NC1=CC(=NO1)C1=CC=NC=C1)=O)NC(OC(C)(C)C)=O ((S)-tert-butyl 3-(4-fluorophenyl)-1-oxo-1-(3-(pyridin-4-yl)isoxazol-5-ylamino)propan-2-ylcarbamate TFA), C(=O)(C(F)(F)F)O (TFA). Solvent: C(Cl)Cl (CH2Cl2). Reaction conditions: time 4 hour. The product is OC(=O)C(F)(F)F.OC(=O)C(F)(F)F.N[C@H](C(=O)NC1=CC(=NO1)C1=CC=NC=C1)CC1=CC=C(C=C1)F ((S)-2-amino-3-(4-fluorophenyl)-N-(3-(pyridin-4-yl)isoxazol-5-yl)propanamide diTFA salt). The yield is 74.0%. RXN SMILES: [OH:1][C:2]([C:4]([F:7])([F:6])[F:5])=[O:3].[F:8][C:9]1[CH:14]=[CH:13][C:12]([CH2:15][C@H:16]([NH:31]C(=O)OC(C)(C)C)[C:17](=[O:30])[NH:18][C:19]2[O:23][N:22]=[C:21]([C:24]3[CH:29]=[CH:28][N:27]=[CH:26][CH:25]=3)[CH:20]=2)=[CH:11][CH:10]=1.[C:39]([OH:45])([C:41]([F:44])([F:43])[F:42])=[O:40]>C(Cl)Cl>[OH:3][C:2]([C:4]([F:7])([F:6])[F:5])=[O:1].[OH:45][C:39]([C:41]([F:44])([F:43])[F:42])=[O:40].[NH2:31][C@@H:16]([CH2:15][C:12]1[CH:11]=[CH:10][C:9]([F:8])=[CH:14][CH:13]=1)[C:17]([NH:18][C:19]1[O:23][N:22]=[C:21]([C:24]2[CH:25]=[CH:26][N:27]=[CH:28][CH:29]=2)[CH:20]=1)=[O:30] |f:0.1,4.5.6|. Reported procedure: To a 100 ml flask was (S)-tert-butyl 3-(4-fluorophenyl)-1-oxo-1-(3-(pyridin-4-yl)isoxazol-5-ylamino)propan-2-ylcarbamate TFA salt 3.2.B (620 mg, 0.54 mmole), 10 ml of CH2Cl2, and 10 ml of TFA. The reaction was stirred at room temperature for 4 hours at which time the solvent was removed to give (S)-2-amino-3-(4-fluorophenyl)-N-(3-(pyridin-4-yl)isoxazol-5-yl)propanamide diTFA salt 3.2.C as a light yellow solid (600 mg, 74% yield). Reactants: stainless steel, BrC=1C(=C(C=CC1)Cl)Cl (bromodichlorobenzene), phenols, BrC1=C(C=CC(=C1)Cl)Cl (1-Bromo-2,5-dichlorobenzene), [OH-].[Na+] (sodium hydroxide), Cl (hydrochloric acid). The reagents and catalysts are [Cu] (copper), [Cu] (copper). Run in CO (methanol), O (water), CO (methanol), O (water). Yields the product ClC1=C(C=C(C=C1)Cl)O (2,5-dichlorophenol). RXN SMILES: Br[C:2]1[CH:7]=[C:6]([Cl:8])[CH:5]=[CH:4][C:3]=1[Cl:9].[OH-:10].[Na+].BrC1C(Cl)=C(Cl)C=CC=1.Cl>[Cu].O.CO>[Cl:9][C:3]1[CH:4]=[CH:5][C:6]([Cl:8])=[CH:7][C:2]=1[OH:10] |f:1.2|. Procedure: 1-Bromo-2,5-dichlorobenzene (100.0 grams) and sodium hydroxide dissolved in most of the methanol and the desired amount of water were charged into a one-liter stainless steel Magnedrive autoclave reactor equipped with a constant speed stirrer. The reaction mixture was then stirred, and a solution of the copper salt in the remainder of the methanol was added. In Runs 1 and 2 the copper salt was added to the reactor as a solid. Other additives, if used, were then added last of all. The bromodichlo...